From a dataset of the Open Reaction Database (ORD), a public repository of structured organic reaction records. describe an organic reaction: reactants, conditions, products, and yield Starting materials: CS(=O)(=O)O, CC#N, CSc1ncc(C2=C(C(=O)OC(c3ccccc3)c3ccccc3)N3C(=O)C(NC(=O)OC(C)(C)C)C3SC2)s1. Reaction SMILES: [CH3:41][S:42](=[O:43])(=[O:44])[OH:45].[CH3:46][C:47]#[N:48].[CH:1]([c:2]1[cH:3][cH:4][cH:5][cH:6][cH:7]1)([c:8]1[cH:9][cH:10][cH:11][cH:12][cH:13]1)[O:14][C:15](=[O:16])[C:17]1=[C:24]([c:25]2[cH:26][n:27][c:28]([S:30][CH3:31])[s:29]2)[CH2:23][S:22][CH:21]2[N:18]1[C:19](=[O:40])[CH:20]2[NH:32][C:33]([O:34][C:35]([CH3:36])([CH3:37])[CH3:38])=[O:39]>>[CH:1]([c:2]1[cH:3][cH:4][cH:5][cH:6][cH:7]1)([c:8]1[cH:9][cH:10][cH:11][cH:12][cH:13]1)[O:14][C:15](=[O:16])[C:17]1=[C:24]([c:25]2[cH:26][n:27][c:28]([S:30][CH3:31])[s:29]2)[CH2:23][S:22][CH:21]2[N:18]1[C:19](=[O:40])[CH:20]2[NH2:32]. The product is CSc1ncc(C2=C(C(=O)OC(c3ccccc3)c3ccccc3)N3C(=O)C(N)C3SC2)s1.